describe an organic reaction: reactants, conditions, products, and yield From a dataset of the Open Reaction Database (ORD), a public repository of structured organic reaction records. Reactants: FC(F)(F)c1cc(Cl)c(-c2nc(Br)c[nH]2)c(Cl)c1, O, O=[N+]([O-])O, O=S(=O)(O)O. The product is O=[N+]([O-])c1[nH]c(-c2c(Cl)cc(C(F)(F)F)cc2Cl)nc1Br. Reaction SMILES: [Br:1][c:2]1[n:3][c:4](-[c:7]2[c:8]([Cl:18])[cH:9][c:10]([C:14]([F:15])([F:16])[F:17])[cH:11][c:12]2[Cl:13])[nH:5][cH:6]1.[OH2:28].[OH:19][N+:20]([O-:21])=[O:22].[S:23](=[O:24])(=[O:25])([OH:26])[OH:27]>>[Br:1][c:2]1[n:3][c:4](-[c:7]2[c:8]([Cl:18])[cH:9][c:10]([C:14]([F:15])([F:16])[F:17])[cH:11][c:12]2[Cl:13])[nH:5][c:6]1[N+:20](=[O:19])[O-:21].